Dataset: the Open Reaction Database (ORD), a public repository of structured organic reaction records. Task: describe an organic reaction: reactants, conditions, products, and yield Starting materials: ClC1=C(C(=O)Cl)C=CC=C1 (2-chlorobenzoyl chloride), CCN(C(C)C)C(C)C (DIEA), NC1=CN=C(S1)C1=CC(=NN1C)C(F)(F)F (5-amino-2-[1-methyl-3-(trifluoromethyl)pyrazol-5-yl]-1,3-thiazole). The reagents and catalysts are CN(C)C=1C=CN=CC1 (DMAP). Run in C(Cl)Cl (DCM), C(Cl)Cl (DCM). Reaction conditions: time 2 hour. The product is ClC1=C(C=CC=C1)C(=O)NC1=CN=C(S1)C1=CC(=NN1C)C(F)(F)F ((2-chlorophenyl)-N-{2-[1-methyl-3-(trifluoromethyl)pyrazol-5-yl](1,3-thiazol-5-yl)}carboxamide). The yield is 31.9%. RXN SMILES: [NH2:1][C:2]1[S:6][C:5]([C:7]2[N:11]([CH3:12])[N:10]=[C:9]([C:13]([F:16])([F:15])[F:14])[CH:8]=2)=[N:4][CH:3]=1.[Cl:17][C:18]1[CH:26]=[CH:25][CH:24]=[CH:23][C:19]=1[C:20](Cl)=[O:21].CCN(C(C)C)C(C)C>C(Cl)Cl.CN(C1C=CN=CC=1)C>[Cl:17][C:18]1[CH:26]=[CH:25][CH:24]=[CH:23][C:19]=1[C:20]([NH:1][C:2]1[S:6][C:5]([C:7]2[N:11]([CH3:12])[N:10]=[C:9]([C:13]([F:16])([F:15])[F:14])[CH:8]=2)=[N:4][CH:3]=1)=[O:21]. Procedure: To a mixture of 5-amino-2-[1-methyl-3-(trifluoromethyl)pyrazol-5-yl]-1,3-thiazole (66, 8.1 mg, 0.03 mmol) in 1 ml DCM were added 2-chlorobenzoyl chloride (3.8 μl, 2 eq), DIEA (52 μl, 3 eq) and DMAP (2 mg). After stirred at r.t for 2 h, the reaction mixture was worked up with DCM/aq. NaCO3, the DCM phase was concentrated to dryness. The solid residue was dissolved in 1 ml THF/MeOH/H2O (5:4:1). 0.06 ml of 1N NaOH were added and mixture was stirred at r.t for 1 h before worked up DCM//aq. NaCO3. DC... Reaction SMILES: [C:1]([O:5][C:6]([N:8]1[C:16]2[C:11](=[CH:12][C:13]([C:17]3[S:18][CH:19]=[C:20]([C:22]([O:24]CC)=[O:23])[N:21]=3)=[CH:14][CH:15]=2)[CH:10]=[CH:9]1)=[O:7])([CH3:4])([CH3:3])[CH3:2].[OH-].[Na+]>C1COCC1>[C:1]([O:5][C:6]([N:8]1[C:16]2[C:11](=[CH:12][C:13]([C:17]3[S:18][CH:19]=[C:20]([C:22]([OH:24])=[O:23])[N:21]=3)=[CH:14][CH:15]=2)[CH:10]=[CH:9]1)=[O:7])([CH3:4])([CH3:2])[CH3:3] |f:1.2|. Run at time 24 hour. Reactants: C(C)(C)(C)OC(=O)N1C=CC2=CC(=CC=C12)C=1SC=C(N1)C(=O)OCC (5-(4-ethoxycarbonyl-thiazol-2-yl)-indole-1-carboxylic acid tert-butyl ester), [OH-].[Na+] (NaOH). Product: C(C)(C)(C)OC(=O)N1C=CC2=CC(=CC=C12)C=1SC=C(N1)C(=O)O (5-(4-Carboxy-thiazol-2-yl)-indole-1-carboxylic acid tert-butyl ester). Run in C1CCOC1 (THF). Procedure details: To a solution of 5-(4-ethoxycarbonyl-thiazol-2-yl)-indole-1-carboxylic acid tert-butyl ester (3.34 g, 9.0 mmol) and 125 mL of THF was added 1N NaOH (aq) (30.0 mL, 30.0 mmol). The solution was stirred for 24 h then concentrated in vacuo. The crude solid was redissolved in H2O and acidified with 5% KHSO4. The solid was filtered and dried in vacuo at 60° C. to give a pinkish-white solid. MS m/z: 345 (M+1). Calc'd for C17H16N2O4S-344.39.